Dataset: the Open Reaction Database (ORD), a public repository of structured organic reaction records. Task: describe an organic reaction: reactants, conditions, products, and yield Starting materials: ClC1=CC(=C(COC=2C=CC(=NC2)C(C(CN2N=NN=C2)(O)C2=C(C=C(C=C2)F)F)(F)F)C=C1)F (1-(5-(4-Chloro-2-fluorobenzyloxy)pyridin-2-yl)-2-(2,4-difluorophenyl)-1,1-difluoro-3-(1H-tetrazol-1-yl)propan-2-ol), BrCC1=CC(=C(C#N)C=C1)F (4-(bromomethyl)-2-fluorobenzonitrile). Product: FC1=C(C=CC(=C1)F)C(C(F)(F)C1=CC=C(C=N1)OCC1=CC(=C(C#N)C=C1)F)(CN1N=NN=C1)O (4-(((6-(2-(2,4-Difluorophenyl)-1,1-difluoro-2-hydroxy-3-(1H-tetrazol-1-yl)propyl)pyridin-3-yl)oxy)methyl)-2-fluorobenzonitrile), solid. The yield is 36.0%. Reaction SMILES: ClC1C=CC([CH2:6][O:7][C:8]2[CH:9]=[CH:10][C:11]([C:14]([F:32])([F:31])[C:15]([C:23]3[CH:28]=[CH:27][C:26]([F:29])=[CH:25][C:24]=3[F:30])([OH:22])[CH2:16][N:17]3[CH:21]=[N:20][N:19]=[N:18]3)=[N:12][CH:13]=2)=C(F)C=1.BrC[C:38]1[CH:45]=[CH:44][C:41]([C:42]#[N:43])=[C:40]([F:46])[CH:39]=1>>[F:30][C:24]1[CH:25]=[C:26]([F:29])[CH:27]=[CH:28][C:23]=1[C:15]([OH:22])([CH2:16][N:17]1[CH:21]=[N:20][N:19]=[N:18]1)[C:14]([C:11]1[N:12]=[CH:13][C:8]([O:7][CH2:6][C:38]2[CH:45]=[CH:44][C:41]([C:42]#[N:43])=[C:40]([F:46])[CH:39]=2)=[CH:9][CH:10]=1)([F:32])[F:31]. Procedure details: Compound 10 was prepared in a similar manner to compound 1 from 4-(bromomethyl)-2-fluorobenzonitrile to afford a white solid (90 mg, 36%). 1H NMR (500 MHz, CDCl3): δ 8.73 (s, 1H), 8.23 (s, 1H), 7.70-7.67 (m, 1H), 7.56 (d, J=8.5 Hz, 1H), 7.38-7.36 (m, 2H), 7.32-7.29 (m, 3H), 6.78-6.74 (m, 1H), 6.71-6.68 (m, 1H), 5.50 (d, J=14.5 Hz, 1H), 5.17 (s, 2H), 5.15 (d, J=14.5 Hz, 1H). MS (ESI): m/z 503 [M++1]. HPLC: 95.84%. Starting materials: CC(C)(C)OC(=N)C(Cl)(Cl)Cl, CC(C)(C)OC(=O)NC(C)(COCc1ccccc1)C(=O)O, ClCCl. Product: CC(C)(C)OC(=O)NC(C)(COCc1ccccc1)C(=O)OC(C)(C)C. RXN SMILES: [C:23]([CH3:24])([CH3:25])([CH3:26])[O:27][C:28](=[NH:29])[C:30]([Cl:31])([Cl:32])[Cl:33].[CH2:1]([c:2]1[cH:3][cH:4][cH:5][cH:6][cH:7]1)[O:8][CH2:9][C:10]([C:11](=[O:12])[OH:13])([CH3:14])[NH:15][C:16](=[O:17])[O:18][C:19]([CH3:20])([CH3:21])[CH3:22].[Cl:34][CH2:35][Cl:36]>>[CH2:1]([c:2]1[cH:3][cH:4][cH:5][cH:6][cH:7]1)[O:8][CH2:9][C:10]([C:11]([O:12][C:23]([CH3:24])([CH3:25])[CH3:26])=[O:13])([CH3:14])[NH:15][C:16](=[O:17])[O:18][C:19]([CH3:20])([CH3:21])[CH3:22]. The reactants are CC(=O)OC1(C)C(COC(=O)c2ccccc2)OC(n2cnc3c(Cl)ncnc32)C1(C)F, CC(C)CN, CCO, O. The product is CC(=O)OC1(C)C(COC(=O)c2ccccc2)OC(n2cnc3c(NCC(C)C)ncnc32)C1(C)F. Reaction SMILES: [C:1]([c:2]1[cH:3][cH:4][cH:5][cH:6][cH:7]1)(=[O:8])[O:9][CH2:10][CH:11]1[O:12][CH:13]([n:23]2[c:24]3[n:25][cH:26][n:27][c:28]([Cl:32])[c:29]3[n:30][cH:31]2)[C:14]([CH3:21])([F:22])[C:15]1([CH3:16])[O:17][C:18]([CH3:19])=[O:20].[CH2:33]([CH:34]([CH3:35])[CH3:36])[NH2:37].[CH3:39][CH2:40][OH:41].[OH2:38]>>[C:1]([c:2]1[cH:3][cH:4][cH:5][cH:6][cH:7]1)(=[O:8])[O:9][CH2:10][CH:11]1[O:12][CH:13]([n:23]2[c:24]3[n:25][cH:26][n:27][c:28]([NH:37][CH2:33][CH:34]([CH3:35])[CH3:36])[c:29]3[n:30][cH:31]2)[C:14]([CH3:21])([F:22])[C:15]1([CH3:16])[O:17][C:18]([CH3:19])=[O:20]. Run in CN1C(CCC1)=O (N-methyl-2-pyrrolidone). Reaction SMILES: [N+:1]([C:4]1[CH:9]=[C:8]([N:10]2[CH:14]=[CH:13][CH:12]=[CH:11]2)[CH:7]=[CH:6][C:5]=1F)([O-:3])=[O:2].[N:16]1[CH:21]=[CH:20][CH:19]=[C:18]([C:22]2[CH:23]=[C:24]([CH:26]=[CH:27][CH:28]=2)[NH2:25])[CH:17]=1.O.[OH-].[Na+]>CN1CCCC1=O>[N:16]1[CH:21]=[CH:20][CH:19]=[C:18]([C:22]2[CH:23]=[C:24]([NH:25][C:5]3[CH:6]=[CH:7][C:8]([N:10]4[CH:14]=[CH:13][CH:12]=[CH:11]4)=[CH:9][C:4]=3[N+:1]([O-:3])=[O:2])[CH:26]=[CH:27][CH:28]=2)[CH:17]=1 |f:3.4|. Reported procedure: A mixture of 1a (0.5g, 2.4mmol) and 2a (0.41g, 2.4mmol) in N-methyl-2-pyrrolidone (2.5ml) is heated to 120-135° C. for 2 days. After cooling water and diluted sodium hydroxide is added and the mixture is extracted with ethyl acetate. The extract is dried over sodium sulfate, and the solvent is evaporated to leave crude 3a. This crude product is purified by column-chromatography on silica gel using dichloromethane and subsequently a mixture of dichloromethane and methanol (9:1) as the eluents to ... Run at temperature 127.5 celsius. The product is N1=CC(=CC=C1)C=1C=C(C=CC1)NC1=C(C=C(C=C1)N1C=CC=C1)[N+](=O)[O-] (N-(3-(3-Pyridyl)phenyl)-2-nitro-4-(1-pyrrolyl)aniline). Starting materials: [N+](=O)([O-])C1=C(C=CC(=C1)N1C=CC=C1)F (2-Nitro-4-(1-pyrrolyl)fluorobenzene), N1=CC(=CC=C1)C=1C=C(N)C=CC1 (3-(3-Pyridyl)aniline), O (water), [OH-].[Na+] (sodium hydroxide). Reactants: ClC1=CC=C(C(=O)Cl)C=C1 (4-chlorobenzoyl chloride), OC1=C(C(C(=O)O)=CC=C1)N (3-hydroxyanthranilic acid), N1=CC=CC=C1 (pyridine), CC1=CC=C(C=C1)S(=O)(=O)O (4-methylbenzenesulfonic acid), Cl (hydrochloric acid). The solvent is O (water), C1(=CC=CC=C1)C (toluene), C(C)(=O)OCC (ethyl acetate). Reaction conditions: time 30 minute. Product: C(C)(=O)[O-] (acetate), ClC1=CC=C(C=C1)C=1OC=2C(N1)=C(C=CC2)C(=O)O (2-(4-chlorophenyl)benzo[d]oxazole-4-carboxylic acid), product. Yield: 24.9%. As a reaction SMILES: [OH:1][C:2]1[CH:10]=[CH:9][CH:8]=[C:4]([C:5]([OH:7])=[O:6])[C:3]=1[NH2:11].[Cl:12][C:13]1[CH:21]=[CH:20][C:16]([C:17](Cl)=O)=[CH:15][CH:14]=1.N1C=CC=CC=1.Cl.CC1C=CC(S(O)(=O)=O)=CC=1>C1(C)C=CC=CC=1.O.C(OCC)(=O)C>[C:5]([O-:7])(=[O:6])[CH3:4].[Cl:12][C:13]1[CH:21]=[CH:20][C:16]([C:17]2[O:1][C:2]3[C:3](=[C:4]([C:5]([OH:7])=[O:6])[CH:8]=[CH:9][CH:10]=3)[N:11]=2)=[CH:15][CH:14]=1. Reported procedure: To a suspension of 3-hydroxyanthranilic acid (0.153 g, 1.0 mmol) in toluene (10 mL) was added 4-chlorobenzoyl chloride (0.525 g, 3.0 mmol) followed by pyridine (0.275 g, 3.5 mmol) at room temperature. The resulting mixture was stirred at room temperature for 30 minutes then heated to 80° C. for 1 hr. After this time the reaction was cooled and poured into a mixture of ethyl acetate (50 mL) and 5% aqueous hydrochloric acid (20 mL). Subsequent separation of the layers, drying the organic over anhy... Starting materials: C1(=CCCCC1)C1=C(C=CC(=C1)C1(OCCO1)C)NC(=O)C=1N(C=C(N1)C#N)COCC[Si](C)(C)C (4-Cyano-1-(2-trimethylsilanyl-ethoxymethyl)-1H-imidazole-2-carboxylic acid [2-cyclohex-1-enyl-4-(2-methyl-[1,3]dioxolan-2-yl)-phenyl]-amide), C(CCO)O (1,3-propanediol), CC=1C=CC(=CC1)S(=O)(=O)O (PTSA). Yields the product C1(=CCCCC1)C1=C(C=CC(=C1)C1(OCCCO1)C)NC(=O)C=1N(C=C(N1)C#N)COCC[Si](C)(C)C (4-Cyano-1-(2-trimethylsilanyl-ethoxymethyl)-1H-imidazole-2-carboxylic acid [2-cyclohex-1-enyl-4-(2-methyl-[1,3]dioxan-2-yl)-phenyl]-amide). Reaction SMILES: [C:1]1([C:7]2[CH:12]=[C:11]([C:13]3([CH3:18])[O:17][CH2:16][CH2:15][O:14]3)[CH:10]=[CH:9][C:8]=2[NH:19][C:20]([C:22]2[N:23]([CH2:29][O:30][CH2:31][CH2:32][Si:33]([CH3:36])([CH3:35])[CH3:34])[CH:24]=[C:25]([C:27]#[N:28])[N:26]=2)=[O:21])[CH2:6][CH2:5][CH2:4][CH2:3][CH:2]=1.[CH2:37](O)CCO.CC1C=CC(S(O)(=O)=O)=CC=1>>[C:1]1([C:7]2[CH:12]=[C:11]([C:13]3([CH3:18])[O:17][CH2:16][CH2:37][CH2:15][O:14]3)[CH:10]=[CH:9][C:8]=2[NH:19][C:20]([C:22]2[N:23]([CH2:29][O:30][CH2:31][CH2:32][Si:33]([CH3:35])([CH3:36])[CH3:34])[CH:24]=[C:25]([C:27]#[N:28])[N:26]=2)=[O:21])[CH2:6][CH2:5][CH2:4][CH2:3][CH:2]=1. Reported procedure: The title compound was prepared from 4-cyano-1-(2-trimethylsilanyl-ethoxymethyl)-1H-imidazole-2-carboxylic acid (4-acetyl-2-cyclohex-1-enyl-phenyl)-amide (as prepared in Example 1, step (h), 0.58 mmol), 1,3-propanediol (882 mg, 11.6 mmol) and catalytic PTSA according to the procedure in Example 1, step (h) (147 mg, 49%). Mass spectrum (ESI, m/z): Calcd. for C28H38N4O4Si, 523.2 (M+H), found 523.3. Starting materials: C=CCCCCCCCCC(=O)OCCc1ccccc1, C=CCCCCCCCCC(=O)O, OCCc1ccccc1. The product is C=CCCC(=O)OCCc1ccccc1. RXN SMILES: [CH2:1]([CH2:2][c:3]1[cH:4][cH:5][cH:6][cH:7][cH:8]1)[O:9][C:10]([CH2:11][CH2:12][CH2:13][CH2:14][CH2:15][CH2:16][CH2:17][CH2:18][CH:19]=[CH2:20])=[O:21].[OH:31][C:32]([CH2:33][CH2:34][CH2:35][CH2:36][CH2:37][CH2:38][CH2:39][CH2:40][CH:41]=[CH2:42])=[O:43].[c:22]1([CH2:23][CH2:24][OH:25])[cH:26][cH:27][cH:28][cH:29][cH:30]1>>[CH2:1]([CH2:2][c:3]1[cH:4][cH:5][cH:6][cH:7][cH:8]1)[O:9][C:10]([CH2:11][CH2:12][CH:13]=[CH2:14])=[O:21]. Starting materials: C(C)C1=C2N(C3=CC=CC=C13)C(C(CC2)CC=2N=CN(C2C)C(C2=CC=CC=C2)(C2=CC=CC=C2)C2=CC=CC=C2)=O (8,9-dihydro-10-ethyl-7-[(5-methyl-1-trityl-1H-imidazol-4-yl)methyl]pyrido[1,2-a]indol-6(7H)-one), CI (methyl iodide), C(C)(C)NC(C)C (diisopropylamine), C(CCC)[Li] (butyllithium). The solvent is O1CCCC1 (tetrahydrofuran), O1CCCC1 (tetrahydrofuran), O1CCCC1 (tetrahydrofuran), CCCCCC (hexane), O (water). Run at time 30 minute. Yields the product C(C)C1=C2N(C3=CC=CC=C13)C(C(CC2)(CC=2N=CN(C2C)C(C2=CC=CC=C2)(C2=CC=CC=C2)C2=CC=CC=C2)C)=O (8,9-dihydro-10-ethyl-7-methyl-7[(5-methyl-1-trityl-1H-imidazol-4-yl)methyl]pyrido[1,2-a]indol-6(7H)-one). As a reaction SMILES: [CH:1](NC(C)C)(C)C.C([Li])CCC.[CH2:13]([C:15]1[C:23]2[C:18](=[CH:19][CH:20]=[CH:21][CH:22]=2)[N:17]2[C:24](=[O:54])[CH:25]([CH2:28][C:29]3[N:30]=[CH:31][N:32]([C:35]([C:48]4[CH:53]=[CH:52][CH:51]=[CH:50][CH:49]=4)([C:42]4[CH:47]=[CH:46][CH:45]=[CH:44][CH:43]=4)[C:36]4[CH:41]=[CH:40][CH:39]=[CH:38][CH:37]=4)[C:33]=3[CH3:34])[CH2:26][CH2:27][C:16]=12)[CH3:14].CI>O1CCCC1.CCCCCC.O>[CH2:13]([C:15]1[C:23]2[C:18](=[CH:19][CH:20]=[CH:21][CH:22]=2)[N:17]2[C:24](=[O:54])[C:25]([CH3:1])([CH2:28][C:29]3[N:30]=[CH:31][N:32]([C:35]([C:48]4[CH:49]=[CH:50][CH:51]=[CH:52][CH:53]=4)([C:36]4[CH:37]=[CH:38][CH:39]=[CH:40][CH:41]=4)[C:42]4[CH:43]=[CH:44][CH:45]=[CH:46][CH:47]=4)[C:33]=3[CH3:34])[CH2:26][CH2:27][C:16]=12)[CH3:14]. Procedure details: To a solution of diisopropylamine (202.4 mg) in tetrahydrofuran (5 ml) at -50° C. under nitrogen atmosphere was added 1.64M-butyllithium in hexane (1.23 ml). After being stirred at -60~-70° C. for 30 minutes, the mixture was treated with a solution of 8,9-dihydro-10-ethyl-7-[(5-methyl-1-trityl-1H-imidazol-4-yl)methyl]pyrido[1,2-a]indol-6(7H)-one (549 mg) in tetrahydrofuran (10 ml) over 20 minutes. The mixture was stirred at -60~-70° C. stirred for 60 minutes and a solution of methyl iodide (213 ... The reactants are C=CCBr, O=C(O)c1cccc2c1N=C(c1ccccc1Cl)CC2=O, [K], CN(C)C=O, O. Yields the product C=CCOC(=O)c1cccc2c1N=C(c1ccccc1Cl)CC2=O. As a reaction SMILES: [CH2:23]([CH:24]=[CH2:25])[Br:26].[Cl:2][c:3]1[c:4]([C:9]2=[N:10][c:11]3[c:12]([C:20](=[O:21])[OH:22])[cH:13][cH:14][cH:15][c:16]3[C:17](=[O:19])[CH2:18]2)[cH:5][cH:6][cH:7][cH:8]1.[K:1].[O:27]=[CH:28][N:29]([CH3:30])[CH3:31].[OH2:32]>>[Cl:2][c:3]1[c:4]([C:9]2=[N:10][c:11]3[c:12]([C:20](=[O:21])[O:22][CH2:25][CH:24]=[CH2:23])[cH:13][cH:14][cH:15][c:16]3[C:17](=[O:19])[CH2:18]2)[cH:5][cH:6][cH:7][cH:8]1. Starting materials: C(CC)N=C=O (propyl isocyanate), COC=1C=C2C(=CC=NC2=CC1OC)OC1=CC=C(C=C1)N (6,7-Dimethoxy-4-(4-aminophenoxy)quinoline), O (Water). Solvent: CN(C=O)C (N,N-dimethylformamide). Conditions: temperature 80 celsius, time 24 hour. Yields the product COC=1C=C2C(=CC=NC2=CC1OC)OC1=CC=C(C=C1)NC(=O)NCCC (N-{4-[(6,7-Dimethoxy-4-quinolyl)oxy]phenyl}-N'-propylurea). The yield is 84.0%. As a reaction SMILES: [CH3:1][O:2][C:3]1[CH:4]=[C:5]2[C:10](=[CH:11][C:12]=1[O:13][CH3:14])[N:9]=[CH:8][CH:7]=[C:6]2[O:15][C:16]1[CH:21]=[CH:20][C:19]([NH2:22])=[CH:18][CH:17]=1.[CH2:23]([N:26]=[C:27]=[O:28])[CH2:24][CH3:25].O>CN(C)C=O>[CH3:1][O:2][C:3]1[CH:4]=[C:5]2[C:10](=[CH:11][C:12]=1[O:13][CH3:14])[N:9]=[CH:8][CH:7]=[C:6]2[O:15][C:16]1[CH:17]=[CH:18][C:19]([NH:22][C:27]([NH:26][CH2:23][CH2:24][CH3:25])=[O:28])=[CH:20][CH:21]=1. Procedure: 6,7-Dimethoxy-4-(4-aminophenoxy)quinoline (54 mg) was dissolved in N,N-dimethylformamide (3 ml), propyl isocyanate (0.2 ml) was added, and the admixture was stirred at 80° C. for 24 hours. Water was added to the reaction mixture, the admixture was extracted 2 times with ethyl acetate, and the organic layer was then washed with brine and dried with anhydrous sodium sulfate. The solvent was removed by reduced-pressure distillation and the resulting residue was purified by column chromatography on ...